From a dataset of the Open Reaction Database (ORD), a public repository of structured organic reaction records. describe an organic reaction: reactants, conditions, products, and yield Starting materials: NC(=O)N (urea), N1=C(N)N=C(N)N=C1N (melamine), C=O (formaldehyde), C(C=C)(=O)O.C(C(=C)C)(=O)O (acrylic acid methacrylic acid), C(C=C)(=O)O.C(C(=C)CC(=O)O)(=O)O (acrylic acid itaconic acid). Product: C=O.NC(=O)N (urea-formaldehyde), C=O.N1=C(N)N=C(N)N=C1N (melamine-formaldehyde), NC(=O)N.C=O.N1=C(N)N=C(N)N=C1N (urea melamine-formaldehyde). As a reaction SMILES: [C:1](O)(=[O:4])C=C.[C:6](O)(=[O:10])C(C)=C.[C:12](O)(=[O:15])C=C.C(O)(=O)C(CC(O)=O)=C.[NH2:26][C:27]([NH2:29])=[O:28].[N:30]1[C:37]([NH2:38])=[N:36][C:34]([NH2:35])=[N:33][C:31]=1[NH2:32].C=O>>[CH2:1]=[O:4].[NH2:26][C:27]([NH2:29])=[O:28].[CH2:6]=[O:10].[N:30]1[C:37]([NH2:38])=[N:36][C:34]([NH2:35])=[N:33][C:31]=1[NH2:32].[NH2:26][C:27]([NH2:29])=[O:28].[CH2:12]=[O:15].[N:30]1[C:37]([NH2:38])=[N:36][C:34]([NH2:35])=[N:33][C:31]=1[NH2:32] |f:0.1,2.3,7.8,9.10,11.12.13|. Procedure: A process for manufacturing microcapsules by dissolving or dispersing microcapsule contents in an aqueous solution of acrylic acid-methacrylic acid copolymer and/or acrylic acid-itaconic acid copolymer, then polymerizing urea and/or melamine and formaldehyde in the solution or dispersion adjusted to pH 2.5~6.0, and forming film of urea-formaldehyde copolymer, melamine-formaldehyde copolymer, or urea-melamine-formaldehyde copolymer around capusle contents. Yields the product CCOC(=O)Cn1c(=O)c2c(nc(N3CCN(C(=O)OC(C)(C)C)CC3)n2Cc2ccccc2)n(C)c1=O. Reactants: CCOC(=O)CBr, Cn1c(=O)[nH]c(=O)c2c1nc(N1CCN(C(=O)OC(C)(C)C)CC1)n2Cc1ccccc1, O=C([O-])[O-], CN(C)C=O, CCOC(C)=O, [K+], [K+]. Reaction SMILES: [Br:39][CH2:40][C:41](=[O:42])[O:43][CH2:44][CH3:45].[C:1]([CH3:2])([CH3:3])([CH3:4])[O:5][C:6](=[O:7])[N:8]1[CH2:9][CH2:10][N:11]([c:14]2[n:15][c:16]3[n:17]([CH3:32])[c:18](=[O:31])[nH:19][c:20](=[O:30])[c:21]3[n:22]2[CH2:23][c:24]2[cH:25][cH:26][cH:27][cH:28][cH:29]2)[CH2:12][CH2:13]1.[C:33](=[O:34])([O-:35])[O-:36].[CH3:46][N:47]([CH3:48])[CH:49]=[O:50].[CH3:51][CH2:52][O:53][C:54](=[O:55])[CH3:56].[K+:37].[K+:38]>>[C:1]([CH3:2])([CH3:3])([CH3:4])[O:5][C:6](=[O:7])[N:8]1[CH2:9][CH2:10][N:11]([c:14]2[n:15][c:16]3[n:17]([CH3:32])[c:18](=[O:31])[n:19]([CH2:40][C:41](=[O:42])[O:43][CH2:44][CH3:45])[c:20](=[O:30])[c:21]3[n:22]2[CH2:23][c:24]2[cH:25][cH:26][cH:27][cH:28][cH:29]2)[CH2:12][CH2:13]1. The reactants are O.Br (Hydrobromic acid water), C(C1=CC=CC=C1)O[C@H]1[C@@H](C=CO[C@@H]1COC(C)=O)OC(C)=O (4-O-benzyl-3,6-di-O-acetyl-D-glucal), O (water), C([O-])(O)=O.[Na+] (sodium bicarbonate), O (water). Solvent: O1CCCC1 (tetrahydrofuran). Yields the product C(C1=CC=CC=C1)O[C@@H]([C@@H]([C@H](C=O)O)OC(C)=O)[C@H](O)COC(C)=O (4-O-benzyl-3,6-di-O-acetyl-D-glucose). Reaction SMILES: [OH2:1].Br.[CH2:3]([O:10][C@@H:11]1[C@@H:16]([CH2:17][O:18][C:19](=[O:21])[CH3:20])[O:15][CH:14]=[CH:13][C@H:12]1[O:22][C:23](=[O:25])[CH3:24])[C:4]1[CH:9]=[CH:8][CH:7]=[CH:6][CH:5]=1.[OH2:26].C(=O)(O)[O-].[Na+]>O1CCCC1>[CH2:3]([O:10][C@H:11]([C@@H:16]([CH2:17][O:18][C:19](=[O:21])[CH3:20])[OH:15])[C@H:12]([O:22][C:23](=[O:25])[CH3:24])[C@@H:13]([OH:26])[CH:14]=[O:1])[C:4]1[CH:9]=[CH:8][CH:7]=[CH:6][CH:5]=1 |f:0.1,4.5|. Procedure details: 48% Hydrobromic acid water solution (0.5 mL) was added to a mixture of 4-O-benzyl-3,6-di-O-acetyl-D-glucal (5 mmol) in tetrahydrofuran (50 mL), and obtained solution was stirred in room temperature. After reaction was completed (TLC) the reaction mixture was poured into the 10% water solution of sodium bicarbonate (125 mL), and water solution was extracted with ethyl acetate (3×30 mL). Combined organic extracts were washed with water and dried over sodium sulfate. Drying agent and solvents were ...